From a dataset of the Open Reaction Database (ORD), a public repository of structured organic reaction records. describe an organic reaction: reactants, conditions, products, and yield The reactants are C(C)(=O)N1C(C(C2=CC=C(C=C12)Cl)=C(C=1NC=CC1)O)=O (1-acetyl-6-chloro-3-[1-hydroxy-1-(2-pyrrolyl)methylene]-2-indolinone), P(Cl)(Cl)(Cl)(Cl)Cl (phosphorus pentachloride). Solvent: O1CCOCC1 (dioxane), C1(=CC=CC=C1)C (toluene). Conditions: temperature 90 celsius, time 3 hour. Yields the product C(C)(=O)N1C(C(C2=CC=C(C=C12)Cl)=C(C=1NC=CC1)Cl)=O (1-acetyl-6-chloro-3-[1-chloro-1-(2-pyrrolyl)methylene]-2-indolinone). Reaction SMILES: [C:1]([N:4]1[C:12]2[C:7](=[CH:8][CH:9]=[C:10]([Cl:13])[CH:11]=2)[C:6](=[C:14](O)[C:15]2[NH:16][CH:17]=[CH:18][CH:19]=2)[C:5]1=[O:21])(=[O:3])[CH3:2].P(Cl)(Cl)(Cl)(Cl)[Cl:23]>O1CCOCC1.C1(C)C=CC=CC=1>[C:1]([N:4]1[C:12]2[C:7](=[CH:8][CH:9]=[C:10]([Cl:13])[CH:11]=2)[C:6](=[C:14]([Cl:23])[C:15]2[NH:16][CH:17]=[CH:18][CH:19]=2)[C:5]1=[O:21])(=[O:3])[CH3:2]. Reported procedure: A suspension of 4.5 g of 1-acetyl-6-chloro-3-[1-hydroxy-1-(2-pyrrolyl)methylene]-2-indolinone and 3.4 g of phosphorus pentachloride in 50 ml of dioxane and 50 ml of toluene is stirred for 3 hours at 90° C. Then the solvent is distilled off and the residue is purified by chromatography on silica gel (eluant: toluene). Reactants: C(C)(=O)[C@@H]1[C@]2(C)[C@@H](CC1)[C@@H]1[C@@H](C[C@@H]3C[C@@H](CC[C@]3(C)[C@H]1C[C@@H]2OC(C)=O)OC(C)=O)OC(C)=O (17β-acetyl-3α,7α,12α-triacetoxy-5β-androstane), O.[OH-].[Li+] (lithium hydroxide monohydrate). Run in CO (methanol), O (water), O1CCCC1 (tetrahydrofuran). Reaction conditions: time 19 hour. Product: C(C)(=O)[C@@H]1[C@]2(C)[C@@H](CC1)[C@@H]1[C@@H](C[C@@H]3C[C@@H](CC[C@]3(C)[C@H]1C[C@@H]2O)O)O (17β-acetyl-3α,7α,12α-trihydroxy-5β-androstane). Reaction SMILES: [C:1]([C@H:4]1[CH2:9][CH2:8][C@H:7]2[C@H:10]3[C@H:20]([CH2:21][C@H:22]([O:23]C(=O)C)[C@:5]12[CH3:6])[C@:18]1([CH3:19])[C@@H:13]([CH2:14][C@H:15]([O:27]C(=O)C)[CH2:16][CH2:17]1)[CH2:12][C@H:11]3[O:31]C(=O)C)(=[O:3])[CH3:2].O.[OH-].[Li+]>CO.O.O1CCCC1>[C:1]([C@H:4]1[CH2:9][CH2:8][C@H:7]2[C@H:10]3[C@H:20]([CH2:21][C@H:22]([OH:23])[C@:5]12[CH3:6])[C@:18]1([CH3:19])[C@@H:13]([CH2:14][C@H:15]([OH:27])[CH2:16][CH2:17]1)[CH2:12][C@H:11]3[OH:31])(=[O:3])[CH3:2] |f:1.2.3|. Reported procedure: A mixture of 17β-acetyl-3α,7α,12α-triacetoxy-5β-androstane (9.48 g) and lithium hydroxide monohydrate (4.0 g) in methanol (20 ml), water (20 ml) and tetrahydrofuran (20 ml) is stirred at room temperature for about 19 hours, concentrated in vacuo, diluted with ethyl acetate and washed with brine. The organic solution is dried over magnesium sulfate, filtered, and concentrated in vacuo. The crude is purified by flash chromatography in ethyl acetate to give the desired product. The reactants are CCOC(=O)c1cccc(NC(=O)NCC(=O)N2C(C(=O)OC(C)(C)C)CC(C(=O)N(CC)CC)C2c2ccccc2F)c1, CO, [K+], [OH-], O. The product is CCN(CC)C(=O)C1CC(C(=O)OC(C)(C)C)N(C(=O)CNC(=O)Nc2cccc(C(=O)O)c2)C1c1ccccc1F. Reaction SMILES: [CH2:1]([CH3:2])[O:3][C:4](=[O:5])[c:6]1[cH:7][c:8]([NH:12][C:13]([NH:14][CH2:15][C:16](=[O:17])[N:18]2[CH:19]([C:37](=[O:38])[O:39][C:40]([CH3:41])([CH3:42])[CH3:43])[CH2:20][CH:21]([C:30](=[O:31])[N:32]([CH2:33][CH3:34])[CH2:35][CH3:36])[CH:22]2[c:23]2[c:24]([F:29])[cH:25][cH:26][cH:27][cH:28]2)=[O:44])[cH:9][cH:10][cH:11]1.[CH3:48][OH:49].[K+:46].[OH-:45].[OH2:47]>>[O:3]=[C:4]([OH:5])[c:6]1[cH:7][c:8]([NH:12][C:13]([NH:14][CH2:15][C:16](=[O:17])[N:18]2[CH:19]([C:37](=[O:38])[O:39][C:40]([CH3:41])([CH3:42])[CH3:43])[CH2:20][CH:21]([C:30](=[O:31])[N:32]([CH2:33][CH3:34])[CH2:35][CH3:36])[CH:22]2[c:23]2[c:24]([F:29])[cH:25][cH:26][cH:27][cH:28]2)=[O:44])[cH:9][cH:10][cH:11]1. The reactants are [H-].[H-].[H-].[H-].[Li+].[Al+3] (LiAlH4), CC12CCC(C(=C2C[C@@H](CC1)C1(CO1)C)CCC)=O ((6R/S,9R)6-Methyl-2-propyl-9-(1-methylepoxyethyl)bicyclo[4.4.0]dec-1-ene-3-one). Solvent: CCOCC (ether), CCOCC (ether). Reaction conditions: time 30 minute. Product: CC12CCC(C(=C2C[C@@H](CC1)C(C)(C)O)CCC)O ((3R/S,6R/S,9R)6-Methyl-2-propyl-9-(1-hydroxy-isopropyl)-3-hydroxy-bicyclo[4.4.0]dec-1-ene). Reaction SMILES: [H-].[H-].[H-].[H-].[Li+].[Al+3].[CH3:7][C:8]12[CH2:17][CH2:16][C@@H:15]([C:18]3([CH3:21])[O:20][CH2:19]3)[CH2:14][C:13]1=[C:12]([CH2:22][CH2:23][CH3:24])[C:11](=[O:25])[CH2:10][CH2:9]2>CCOCC>[CH3:7][C:8]12[CH2:17][CH2:16][C@@H:15]([C:18]([OH:20])([CH3:19])[CH3:21])[CH2:14][C:13]1=[C:12]([CH2:22][CH2:23][CH3:24])[CH:11]([OH:25])[CH2:10][CH2:9]2 |f:0.1.2.3.4.5|. Procedure details: To a suspension of 0.69 g (18.3 mmol) of LiAlH4 in 150 mL of anhydrous ether cooled with ice bath was added a solution of the compound obtained from step B in anhydrous ether. The reaction mixture was stirred for 30 min. with cooling, 3 hours at room temperature, then quenched with water saturated ether and 2 mL of 10% NaOH solution. After filtration, the solvent was removed by evaporation to give title product. The reactants are [OH-].[K+] (Potassium hydroxide), [N+](=O)([O-])C1=C(C(=O)OC)C=C(C(=C1OC)C)OC (Methyl 2-Nitro-4-methyl-3,5-dimethoxybenzoate), Cl (HCl). Solvent: CO (methanol). Product: [N+](=O)([O-])C1=C(C(=O)O)C=C(C(=C1OC)C)OC (2-Nitro-4-methyl-3,5-dimethoxybenzoic Acid). The yield is 80.8%. Reaction SMILES: [OH-].[K+].[N+:3]([C:6]1[C:15]([O:16][CH3:17])=[C:14]([CH3:18])[C:13]([O:19][CH3:20])=[CH:12][C:7]=1[C:8]([O:10]C)=[O:9])([O-:5])=[O:4].Cl>CO>[N+:3]([C:6]1[C:15]([O:16][CH3:17])=[C:14]([CH3:18])[C:13]([O:19][CH3:20])=[CH:12][C:7]=1[C:8]([OH:10])=[O:9])([O-:5])=[O:4] |f:0.1|. Reported procedure: Potassium hydroxide (3.71 g, 66.31 mmol) was added to a stirred solution of 188 (4.83 g, 18.95 mmol) in anhydrous methanol (80 mL) and the reaction mixture heated at reflux for 3 h. The reaction mixture was allowed to cool and acidified to pH 2 with 1 N HCl and the solid precipitate was filtered and washed with water (50 mL) and left to air dry to afford the product as a yellow-beige solid (189) (3.69 g, 15.31 mmol, 81%); 1H NMR (270 MHz, CDCl3) δ 13.88 (br s, 1H), 7.23 (s, 1H), 3.90 (s, 3H), 3.... Reactants: CCOCC, ClCCl, Oc1ccc2cnccc2c1, O=S(=O)(Cl)Cl. Yields the product Oc1ccc2cnccc2c1Cl. As a reaction SMILES: [CH3:17][CH2:18][O:19][CH2:20][CH3:21].[Cl:22][CH2:23][Cl:24].[OH:6][c:7]1[cH:8][c:9]2[cH:10][cH:11][n:12][cH:13][c:14]2[cH:15][cH:16]1.[S:1]([Cl:2])(=[O:3])([Cl:4])=[O:5]>>[Cl:4][c:8]1[c:7]([OH:6])[cH:16][cH:15][c:14]2[c:9]1[cH:10][cH:11][n:12][cH:13]2. Reaction SMILES: [C:30]1([C:31]2=[CH:41][CH2:40][CH2:39][CH2:38][CH2:37][CH2:36][CH2:35][CH2:34][CH2:33][CH2:32]2)=[N:51][NH:50][CH2:49][CH2:48][CH2:47][CH2:46][CH2:45][CH2:44][CH2:43][CH2:42]1.[CH3:1][CH:2]([CH3:3])[SH:4].[CH3:57][CH2:58][O:59][C:60](=[O:61])[CH3:62].[Cl:5][c:6]1[c:7]2[c:8]([s:9][c:10]1[C:11](=[O:12])[NH:13][c:14]1[cH:15][cH:16][c:17]([C:18](=[O:19])[O:20][CH3:21])[cH:22][cH:23]1)[cH:24][cH:25][c:26]([O:28][CH3:29])[cH:27]2.[O:52]=[CH:53][N:54]([CH3:55])[CH3:56]>>[CH3:1][CH:2]([CH3:3])[S:4][c:6]1[c:7]2[c:8]([s:9][c:10]1[C:11](=[O:12])[NH:13][c:14]1[cH:15][cH:16][c:17]([C:18](=[O:19])[O:20][CH3:21])[cH:22][cH:23]1)[cH:24][cH:25][c:26]([O:28][CH3:29])[cH:27]2. Product: COC(=O)c1ccc(NC(=O)c2sc3ccc(OC)cc3c2SC(C)C)cc1. Reactants: C1=C(C2=NNCCCCCCCC2)CCCCCCCCC1, CC(C)S, CCOC(C)=O, COC(=O)c1ccc(NC(=O)c2sc3ccc(OC)cc3c2Cl)cc1, CN(C)C=O. Solvent: N1=CC=CC=C1 (pyridine). The product is CN1C(=NC(=C1C#N)[N+](=O)[O-])COC(N(C)C)=O (1-methyl-2-(N,N-dimethylcarbamoyloxymethyl)-4-nitro-5-cyanoimidazole). Reactants: CN1C(=NC(=C1C#N)[N+](=O)[O-])CO (1-methyl-2-hydroxymethyl-4-nitro-5-cyanoimidazole), CN(C(=O)Cl)C (dimethylcarbamoyl chloride). RXN SMILES: [CH3:1][N:2]1[C:6]([C:7]#[N:8])=[C:5]([N+:9]([O-:11])=[O:10])[N:4]=[C:3]1[CH2:12][OH:13].[CH3:14][N:15]([CH3:19])[C:16](Cl)=[O:17]>N1C=CC=CC=1>[CH3:1][N:2]1[C:6]([C:7]#[N:8])=[C:5]([N+:9]([O-:11])=[O:10])[N:4]=[C:3]1[CH2:12][O:13][C:16](=[O:17])[N:15]([CH3:19])[CH3:14]. Reported procedure: 1.8 G. (0.01 moles) of 1-methyl-2-hydroxymethyl-4-nitro-5-cyanoimidazole and 2.14 g. (0.12 moles) of dimethylcarbamoyl chloride are combined in 15 ml. of pyridine and heated at 100°C. for 24 hours. The reaction mixture is evaporated to dryness, treated with 50 ml. of water and extracted with methylene chloride. The combined methylene chloride extracts are washed with water, dried, evaporated to dryness and the residue triturated with ether. The solid material is filtered and crystallized from is...